The task is: describe an organic reaction: reactants, conditions, products, and yield. This data is from the Open Reaction Database (ORD), a public repository of structured organic reaction records. Starting materials: COS(=O)(=O)OC, Cc1[nH]c(=O)n(-c2cc(OC(C)C)c(Cl)cc2F)c(=O)c1F. Yields the product Cc1c(F)c(=O)n(-c2cc(OC(C)C)c(Cl)cc2F)c(=O)n1C. RXN SMILES: [CH3:23][O:24][S:25]([O:26][CH3:27])(=[O:28])=[O:29].[Cl:1][c:2]1[cH:3][c:4]([F:22])[c:5](-[n:12]2[c:13](=[O:21])[nH:14][c:15]([CH3:20])[c:16]([F:19])[c:17]2=[O:18])[cH:6][c:7]1[O:8][CH:9]([CH3:10])[CH3:11]>>[Cl:1][c:2]1[cH:3][c:4]([F:22])[c:5](-[n:12]2[c:13](=[O:21])[n:14]([CH3:23])[c:15]([CH3:20])[c:16]([F:19])[c:17]2=[O:18])[cH:6][c:7]1[O:8][CH:9]([CH3:10])[CH3:11]. Reactants: Cl[O-].[Ca+2].Cl[O-] (calcium hypochlorite), C(#N)C1=CC=C(NC(C)=O)C=C1 (p-cyanoacetanilide), O (water). The solvent is C(C)O (ethanol), C(C)(=O)O (acetic acid). Conditions: time 4 day. The product is ClC1=C(NC(C)=O)C=CC(=C1)C#N (2'-chloro-4'-cyanoacetanilide). Isolated yield 82.3%. Reaction SMILES: [Cl:1][O-].[Ca+2].Cl[O-].[C:6]([C:8]1[CH:17]=[CH:16][C:11]([NH:12][C:13](=[O:15])[CH3:14])=[CH:10][CH:9]=1)#[N:7].O>C(O)C.C(O)(=O)C>[Cl:1][C:10]1[CH:9]=[C:8]([C:6]#[N:7])[CH:17]=[CH:16][C:11]=1[NH:12][C:13](=[O:15])[CH3:14] |f:0.1.2|. Procedure details: An aqueous solution (200 ml) of calcium hypochlorite (21 g) was added to a solution of p-cyanoacetanilide (12.5 g) in ethanol (27 ml), acetic acid (27 ml), and water (27 ml). The mixture was stirred for 4 days and extracted with chloroform. The organic layer was washed with a saturated aqueous solution of sodium chloride, dried over magnesium sulfate, and concentrated to give a powder of 2'-chloro-4'-cyanoacetanilide (12.5 g). Reactants: IC1=NC=CC=C1 (2-iodopyridine), C(CC#C)N1C(C2=CC=CC=C2C1=O)=O (2-(but-3-ynyl)isoindoline-1,3-dione). Yields the product N1=C(C=CC=C1)C#CCCN1C(C2=CC=CC=C2C1=O)=O (2-(4-(Pyridin-2-yl)but-3-ynyl)isoindoline-1,3-dione), C1(NC(C2=CC=CC=C12)=O)=O (isoindoline-1,3-dione). As a reaction SMILES: I[C:2]1[CH:7]=[CH:6][CH:5]=[CH:4][N:3]=1.[CH2:8]([N:12]1[C:20](=[O:21])[C:19]2[C:14](=[CH:15][CH:16]=[CH:17][CH:18]=2)[C:13]1=[O:22])[CH2:9][C:10]#[CH:11]>>[N:3]1[CH:4]=[CH:5][CH:6]=[CH:7][C:2]=1[C:11]#[C:10][CH2:9][CH2:8][N:12]1[C:20](=[O:21])[C:19]2[C:14](=[CH:15][CH:16]=[CH:17][CH:18]=2)[C:13]1=[O:22].[C:13]1(=[O:22])[C:14]2[C:19](=[CH:18][CH:17]=[CH:16][CH:15]=2)[C:20](=[O:21])[NH:12]1. Procedure details: The title compound was prepared in accordance with the general method of Example 1, from 2-iodopyridine (453 mg, 2.21 mmol) and 2-(but-3-ynyl)isoindoline-1,3-dione (400 mg, 2.01 mmol, Example 189(B)). The crude residue was purified by flash chromatography (cyclohexane/AcOEt 70:30) to yield 250 mg (0.90 mmol, 45%) of 2-(4-pyridin-2-yl)but-3-ynyl)isoindoline-1,3-dione as. Product: CCCCCCCCCCCCCCCCCCOP(=O)(Cc1c(C)cc(C(C)(C)C)c(O)c1C)OCCCCCCCCCCCCCCCCCC. The reactants are Cc1cc(C(C)(C)C)c(O)c(C)c1CCl, CCCCCCCCCCCCCCCCCCOP(OCCCCCCCCCCCCCCCCCC)OCCCCCCCCCCCCCCCCCC. RXN SMILES: [C:59]([CH3:60])([CH3:61])([CH3:62])[c:63]1[cH:64][c:65]([CH3:73])[c:66]([CH2:71][Cl:72])[c:67]([CH3:70])[c:68]1[OH:69].[P:1]([O:2][CH2:3][CH2:4][CH2:5][CH2:6][CH2:7][CH2:8][CH2:9][CH2:10][CH2:11][CH2:12][CH2:13][CH2:14][CH2:15][CH2:16][CH2:17][CH2:18][CH2:19][CH3:20])([O:21][CH2:22][CH2:23][CH2:24][CH2:25][CH2:26][CH2:27][CH2:28][CH2:29][CH2:30][CH2:31][CH2:32][CH2:33][CH2:34][CH2:35][CH2:36][CH2:37][CH2:38][CH3:39])[O:40][CH2:41][CH2:42][CH2:43][CH2:44][CH2:45][CH2:46][CH2:47][CH2:48][CH2:49][CH2:50][CH2:51][CH2:52][CH2:53][CH2:54][CH2:55][CH2:56][CH2:57][CH3:58]>>[P:1](=[O:2])([O:21][CH2:22][CH2:23][CH2:24][CH2:25][CH2:26][CH2:27][CH2:28][CH2:29][CH2:30][CH2:31][CH2:32][CH2:33][CH2:34][CH2:35][CH2:36][CH2:37][CH2:38][CH3:39])([O:40][CH2:41][CH2:42][CH2:43][CH2:44][CH2:45][CH2:46][CH2:47][CH2:48][CH2:49][CH2:50][CH2:51][CH2:52][CH2:53][CH2:54][CH2:55][CH2:56][CH2:57][CH3:58])[CH2:71][c:66]1[c:65]([CH3:73])[cH:64][c:63]([C:59]([CH3:60])([CH3:61])[CH3:62])[c:68]([OH:69])[c:67]1[CH3:70]. Starting materials: CCCCCC#CCBr, CS(C)=O, N#C[K], O. Yields the product CCCCCC#CCC#N. As a reaction SMILES: [Br:1][CH2:2][C:3]#[C:4][CH2:5][CH2:6][CH2:7][CH2:8][CH3:9].[CH3:13][S:14]([CH3:15])=[O:16].[K:10][C:11]#[N:12].[OH2:17]>>[CH2:2]([C:3]#[C:4][CH2:5][CH2:6][CH2:7][CH2:8][CH3:9])[C:11]#[N:12]. The yield is 85.2%. As a reaction SMILES: [CH3:1][C:2]1[CH:11]=[C:10]([CH3:12])[CH:9]=[C:8]2[C:3]=1[C:4](=[O:17])[CH:5]=[C:6]([C:13]([O:15]C)=[O:14])[NH:7]2.[OH-].[Na+]>>[CH3:1][C:2]1[CH:11]=[C:10]([CH3:12])[CH:9]=[C:8]2[C:3]=1[C:4](=[O:17])[CH:5]=[C:6]([C:13]([OH:15])=[O:14])[NH:7]2 |f:1.2|. The product is CC1=C2C(C=C(NC2=CC(=C1)C)C(=O)O)=O (5,7-dimethyl-4-oxo-1,4-dihydro-quinoline-2-carboxylic acid). Procedure: Treatment of methyl 5,7-dimethyl-4-oxo-1,4-dihydroquinoline-2-carboxylate (1 g) with sodium hydroxide (0.69 g), as described in Example 1c, gave 5,7-dimethyl-4-oxo-1,4-dihydro-quinoline-2-carboxylic acid (0.8 g), m.p. 285°-287° C., δ (360 MHz,DMSO-d6) 2.33 (3H, s, 7-Me), 2.75 (3H. s, 5-Me), 6.49 (1H, s, 3-H), 6.87 (1H, s, 6-H) and 7.55 (1H, s, 8-H). (Found: C, 66.53; H, 4.96; N, 6.72%. C12H11NO3 requires C, 66.35; H, 5.10; N,6. 45%). The reactants are CC1=C2C(C=C(NC2=CC(=C1)C)C(=O)OC)=O (methyl 5,7-dimethyl-4-oxo-1,4-dihydroquinoline-2-carboxylate), [OH-].[Na+] (sodium hydroxide). Yields the product CN(C)c1nnc(Cl)cc1N1CCNCC1. RXN SMILES: [CH3:15][NH:16][CH3:17].[CH3:18][OH:19].[Cl:1][c:2]1[n:3][n:4][c:5]([Cl:14])[cH:6][c:7]1[N:8]1[CH2:9][CH2:10][NH:11][CH2:12][CH2:13]1>>[c:2]1([N:16]([CH3:15])[CH3:17])[n:3][n:4][c:5]([Cl:14])[cH:6][c:7]1[N:8]1[CH2:9][CH2:10][NH:11][CH2:12][CH2:13]1. The reactants are CNC, CO, Clc1cc(N2CCNCC2)c(Cl)nn1. Procedure: A mixture of 4-acetylamino-5-chloro-2-ethoxy-N-[[4-(4-fluorobenzyl)-2-morpholinyl]methyl]benzamide (2.0 g) and 10% hydrochloric acid (40 ml) is refluxed with stirring for 1 hour and cooled. The reaction mixture is neutralized with aqueous sodium hydroxide solution and extracted with chloroform. The organic layer is dried over magnesium sulfate and evaporated. The residue is recrystallized from ethanol to give the title compound (1.4 g), mp 151°-153° C. RXN SMILES: C([NH:4][C:5]1[C:28]([Cl:29])=[CH:27][C:8]([C:9]([NH:11][CH2:12][CH:13]2[O:18][CH2:17][CH2:16][N:15]([CH2:19][C:20]3[CH:25]=[CH:24][C:23]([F:26])=[CH:22][CH:21]=3)[CH2:14]2)=[O:10])=[C:7]([O:30][CH2:31][CH3:32])[CH:6]=1)(=O)C.[OH-].[Na+]>Cl>[NH2:4][C:5]1[C:28]([Cl:29])=[CH:27][C:8]([C:9]([NH:11][CH2:12][CH:13]2[O:18][CH2:17][CH2:16][N:15]([CH2:19][C:20]3[CH:21]=[CH:22][C:23]([F:26])=[CH:24][CH:25]=3)[CH2:14]2)=[O:10])=[C:7]([O:30][CH2:31][CH3:32])[CH:6]=1 |f:1.2|. Starting materials: C(C)(=O)NC1=CC(=C(C(=O)NCC2CN(CCO2)CC2=CC=C(C=C2)F)C=C1Cl)OCC (4-acetylamino-5-chloro-2-ethoxy-N-[[4-(4-fluorobenzyl)-2-morpholinyl]methyl]benzamide), [OH-].[Na+] (sodium hydroxide). Conditions: time 1 hour. The solvent is Cl (hydrochloric acid). The yield is 77.0%. Product: NC1=CC(=C(C(=O)NCC2CN(CCO2)CC2=CC=C(C=C2)F)C=C1Cl)OCC (4-amino-5-chloro-2-ethoxy-N-[[4-(4-fluorobenzyl)-2-morpholinyl]methyl]benzamide). Reactants: COC(=O)[C@]12N([C@@H](OC1)C(C)(C)C)C([C@@](C2)(C(=O)OCC2=CC=CC=C2)CC2=CC=CC=C2)=O ((3S,6R,7aR)-6-Benzyl-3-tert-butyl-1,6,7,7a-tetrahydro-5-oxopyrrolo[1,2-c]oxazole-6,7a-dicarboxylic Acid 6-Benzyl Ester 7a-Methyl Ester). The reagents and catalysts are [OH-].[OH-].[Pd+2] (Pd(OH)2/C). The solvent is C(C)(C)(C)O (t-butanol). Yields the product COC(=O)[C@]12N([C@@H](OC1)C(C)(C)C)C([C@@](C2)(C(=O)O)CC2=CC=CC=C2)=O ((3S,6R,7aR)-6-Benzyl-3-tert-butyl-1,6,7,7a-tetrahydro-5-oxopyrrolo[1,2-c]oxazole-6,7a-dicarboxylic Acid 7a-Methyl Ester). Isolated yield 98.7%. RXN SMILES: [CH3:1][O:2][C:3]([C@:5]12[CH2:16][C@@:15]([CH2:27][C:28]3[CH:33]=[CH:32][CH:31]=[CH:30][CH:29]=3)([C:17]([O:19]CC3C=CC=CC=3)=[O:18])[C:14](=[O:34])[N:6]1[C@H:7]([C:10]([CH3:13])([CH3:12])[CH3:11])[O:8][CH2:9]2)=[O:4]>C(O)(C)(C)C.[OH-].[OH-].[Pd+2]>[CH3:1][O:2][C:3]([C@:5]12[CH2:16][C@@:15]([CH2:27][C:28]3[CH:29]=[CH:30][CH:31]=[CH:32][CH:33]=3)([C:17]([OH:19])=[O:18])[C:14](=[O:34])[N:6]1[C@H:7]([C:10]([CH3:13])([CH3:12])[CH3:11])[O:8][CH2:9]2)=[O:4] |f:2.3.4|. Reported procedure: Compound 11 (250 mg, 0.54 mmol) was dissolved in t-butanol (10 mL), then 20% Pd(OH)2/C (90 mg) was added, and the mixture was hydrogenated at 1 bar and room temperature overnight. The catalyst was filtered off, and the solvent was removed under vacuum to give the product 13 (200 mg, 100%): mp >133° C. (decomp.; from hexane/EtOAc); [α]D+9.1° (c 0.4 CHCl3); IR (KBr) 3141, 2973, 1736, 1718 cm−1; 1H NMR δ7.33-7.14 (m, 5H), 6.5 (br, 1H), 4.84 (s, 1H), 4.80 (d, 1H, J=8.7 Hz), 3.77 (s, 3H), 3.54-3.38 (...